This data is from the Open Reaction Database (ORD), a public repository of structured organic reaction records. The task is: describe an organic reaction: reactants, conditions, products, and yield Starting materials: N=1ON=C2C1C=CC(=C2)CCN2C(CNCC2)=O (1-[2-(2,1,3-Benzoxadiazol-5-yl)ethyl]piperazin-2-one), FC=1C=C(C=CC1[N+](=O)[O-])CC=O ((3-Fluoro-4-nitrophenyl)acetaldehyde). The product is N=1ON=C2C1C=CC(=C2)CCN2C(CN(CC2)CCC2=CC(=C(C=C2)[N+](=O)[O-])F)=O (1-[2-(2,1,3-Benzoxadiazol-5-yl)ethyl]-4-[2-(3-fluoro-4-nitrophenyl)ethyl]piperazin-2-one). Reaction SMILES: [N:1]1[O:2][N:3]=[C:4]2[CH:9]=[C:8]([CH2:10][CH2:11][N:12]3[CH2:17][CH2:16][NH:15][CH2:14][C:13]3=[O:18])[CH:7]=[CH:6][C:5]=12.[F:19][C:20]1[CH:21]=[C:22]([CH2:29][CH:30]=O)[CH:23]=[CH:24][C:25]=1[N+:26]([O-:28])=[O:27]>>[N:1]1[O:2][N:3]=[C:4]2[CH:9]=[C:8]([CH2:10][CH2:11][N:12]3[CH2:17][CH2:16][N:15]([CH2:30][CH2:29][C:22]4[CH:23]=[CH:24][C:25]([N+:26]([O-:28])=[O:27])=[C:20]([F:19])[CH:21]=4)[CH2:14][C:13]3=[O:18])[CH:7]=[CH:6][C:5]=12. Procedure: The title compound was prepared from 1-[2-(2,1,3-Benzoxadiazol-5-yl)ethyl]piperazin-2-one and (3-Fluoro-4-nitrophenyl)acetaldehyde following essentially the same procedure as Example 6. The product was purified by mass-directed reverse phase HPLC (AcCN-Water with 0.1% TFA). LC-MS (IE, m/z): 414 [M+1]+. The reactants are IC1=CC(=C(C(=O)OC)C=C1)OCCC (methyl 4-iodo-2-propoxybenzoate), CC(C)C[AlH]CC(C)C (DiBAlH). The solvent is C1(=CC=CC=C1)C (toluene). Product: IC1=CC(=C(C=C1)CO)OCCC ((4-Iodo-2-propoxyphenyl)methanol). Reaction SMILES: [I:1][C:2]1[CH:11]=[CH:10][C:5]([C:6](OC)=[O:7])=[C:4]([O:12][CH2:13][CH2:14][CH3:15])[CH:3]=1.CC(C[AlH]CC(C)C)C>C1(C)C=CC=CC=1>[I:1][C:2]1[CH:11]=[CH:10][C:5]([CH2:6][OH:7])=[C:4]([O:12][CH2:13][CH2:14][CH3:15])[CH:3]=1. Procedure: The procedure is the same as that described above, using 14 g of methyl 4-iodo-2-propoxybenzoate, 450 ml of toluene and 87.5 ml of DiBAlH. The product is purified by chromatography on a silica column, eluted with a heptane/ethyl acetate 9:1 mixture. After evaporation of the solvents, 11.3 g (88%) of the expected compound are recovered in the form of a yellow oil. The reactants are CC#N, CNc1nc(Cl)nc(-c2ccccc2)n1, O=C(O)C1CCNCC1, [Na+], [OH-], O. RXN SMILES: [CH3:27][C:28]#[N:29].[Cl:1][c:2]1[n:3][c:4]([NH:14][CH3:15])[n:5][c:6](-[c:8]2[cH:9][cH:10][cH:11][cH:12][cH:13]2)[n:7]1.[NH:16]1[CH2:17][CH2:18][CH:19]([C:22](=[O:23])[OH:24])[CH2:20][CH2:21]1.[Na+:26].[OH-:25].[OH2:30]>>[c:2]1([N:16]2[CH2:17][CH2:18][CH:19]([C:22](=[O:23])[OH:24])[CH2:20][CH2:21]2)[n:3][c:4]([NH:14][CH3:15])[n:5][c:6](-[c:8]2[cH:9][cH:10][cH:11][cH:12][cH:13]2)[n:7]1. The product is CNc1nc(-c2ccccc2)nc(N2CCC(C(=O)O)CC2)n1.